This data is from the Open Reaction Database (ORD), a public repository of structured organic reaction records. The task is: describe an organic reaction: reactants, conditions, products, and yield Reactants: C(CCC)OC1=CC=C(C=C1)O (4-butoxy-phenol), CN(C(=O)Cl)C1=CC=CC=C1 (N-methyl-N-phenylcarbamoyl chloride). Product: C(CCC)OC1=CC=C(C=C1)OC(N(C1=CC=CC=C1)C)=O (Methyl-phenyl-carbamic acid 4-butoxy-phenyl ester). RXN SMILES: [CH2:1]([O:5][C:6]1[CH:11]=[CH:10][C:9]([OH:12])=[CH:8][CH:7]=1)[CH2:2][CH2:3][CH3:4].[CH3:13][N:14]([C:18]1[CH:23]=[CH:22][CH:21]=[CH:20][CH:19]=1)[C:15](Cl)=[O:16]>>[CH2:1]([O:5][C:6]1[CH:7]=[CH:8][C:9]([O:12][C:15](=[O:16])[N:14]([CH3:13])[C:18]2[CH:23]=[CH:22][CH:21]=[CH:20][CH:19]=2)=[CH:10][CH:11]=1)[CH2:2][CH2:3][CH3:4]. Procedure: The title compound was prepared from 4-butoxy-phenol and N-methyl-N-phenylcarbamoyl chloride. The crude product was recrystallized from ethanol (22%, white crystals). HPLC-MS m/z=300.1 (M+1), Rt: 5.20. Reactants: C12C(C(C(CC1)C2)=O)=O (bicyclo[2.2.1]heptane-2,3-dione), COP(OC)(=O)CC(=O)C1CCC1 ((2-Cyclobutyl-2-oxo-ethyl)-phosphonic acid dimethyl ester), O.NN (hydrazine monohydrate). Yields the product C1(CCC1)C1=NN=C2C3CCC(C2=C1)C3 ((1SR,8RS)-5-Cyclobutyl-3,4-diaza-tricyclo[6.2.1.02,7]undeca-2,4,6-triene). RXN SMILES: [CH:1]12[CH2:7][CH:4]([CH2:5][CH2:6]1)[C:3](=O)[C:2]2=O.COP([CH2:16][C:17]([CH:19]1[CH2:22][CH2:21][CH2:20]1)=O)(=O)OC.O.[NH2:24][NH2:25]>>[CH:19]1([C:17]2[CH:16]=[C:3]3[C:2]([CH:1]4[CH2:7][CH:4]3[CH2:5][CH2:6]4)=[N:25][N:24]=2)[CH2:22][CH2:21][CH2:20]1 |f:2.3|. Procedure: light yellow solid. MS (ESI): 200.2 (M+). Prepared from bicyclo[2.2.1]heptane-2,3-dione, (2-Cyclobutyl-2-oxo-ethyl)-phosphonic acid dimethyl ester, hydrazine monohydrate. Reactants: C(C)(C)(C)OC(N[C@H]1[C@H](C(CCC1)(F)F)NC(=O)C=1SC(=C(C1)C=1C=NN2C1N=CC(=C2)Cl)C)=O (tert-butyl-[(1R,2R)-2-({[4-(6-chloropyrazolo[1,5-a]pyrimidin-3-yl)-5-methylthiophen-2-yl]carbonyl}amino)-3,3-difluorocyclohexyl]carbamate), FC(C(=O)O)(F)F (trifluoroacetic acid). Solvent: ClCCl (dichloromethane). Run at time 16 hour. The product is N[C@@H]1CCCC([C@@H]1NC(=O)C=1SC(=C(C1)C=1C=NN2C1N=CC(=C2)Cl)C)(F)F (N-[(1R,6R)-6-Amino-2,2,difluorocyclohexyl]-4-(6-chloropyrazolo[1,5-a]pyrimidin-3-yl)-5-methylthiophene-2-carboxamide). Yield: 90.3%. As a reaction SMILES: C(OC(=O)[NH:7][C@@H:8]1[CH2:13][CH2:12][CH2:11][C:10]([F:15])([F:14])[C@@H:9]1[NH:16][C:17]([C:19]1[S:20][C:21]([CH3:34])=[C:22]([C:24]2[CH:25]=[N:26][N:27]3[CH:32]=[C:31]([Cl:33])[CH:30]=[N:29][C:28]=23)[CH:23]=1)=[O:18])(C)(C)C.FC(F)(F)C(O)=O>ClCCl>[NH2:7][C@H:8]1[C@@H:9]([NH:16][C:17]([C:19]2[S:20][C:21]([CH3:34])=[C:22]([C:24]3[CH:25]=[N:26][N:27]4[CH:32]=[C:31]([Cl:33])[CH:30]=[N:29][C:28]=34)[CH:23]=2)=[O:18])[C:10]([F:15])([F:14])[CH2:11][CH2:12][CH2:13]1. Reported procedure: To tert-butyl-[(1R,2R)-2-({[4-(6-chloropyrazolo[1,5-a]pyrimidin-3-yl)-5-methylthiophen-2-yl]carbonyl}amino)-3,3-difluorocyclohexyl]carbamate (3.36 g, 6.39 mmol) in dichloromethane (10 mL) was added trifluoroacetic acid (10 mL, 130 mmol) and stirred for 16 h at ambient temperature. The reaction was evaporated to dryness, partitioned dichloromethane and saturated sodium bicarbonate. The aqueous layer was extracted with dichloromethane 3×. The organic layers were combined, dried with sodium sulfate... Reactants: COC(=O)c1cc(Br)cc([N+](=O)[O-])c1, O=C([O-])[O-], Cc1ccccc1, [Cs+], [Cs+], O=C(C=Cc1ccccc1)C=Cc1ccccc1, O=C(C=Cc1ccccc1)C=Cc1ccccc1, O=C(C=Cc1ccccc1)C=Cc1ccccc1, [Pd], [Pd], O=S1(=O)CCC(c2ccccc2)CN1. The product is COC(=O)c1cc(N2CC(c3ccccc3)CCS2(=O)=O)cc([N+](=O)[O-])c1. As a reaction SMILES: [Br:1][c:2]1[cH:3][c:4]([C:5](=[O:6])[O:7][CH3:8])[cH:9][c:10]([N+:12](=[O:13])[O-:14])[cH:11]1.[C:15](=[O:16])([O-:17])[O-:18].[CH3:91][c:92]1[cH:93][cH:94][cH:95][cH:96][cH:97]1.[Cs+:19].[Cs+:20].[O:37]=[C:38]([CH:39]=[CH:40][c:41]1[cH:42][cH:43][cH:44][cH:45][cH:46]1)[CH:47]=[CH:48][c:49]1[cH:50][cH:51][cH:52][cH:53][cH:54]1.[O:55]=[C:56]([CH:57]=[CH:58][c:59]1[cH:60][cH:61][cH:62][cH:63][cH:64]1)[CH:65]=[CH:66][c:67]1[cH:68][cH:69][cH:70][cH:71][cH:72]1.[O:73]=[C:74]([CH:75]=[CH:76][c:77]1[cH:78][cH:79][cH:80][cH:81][cH:82]1)[CH:83]=[CH:84][c:85]1[cH:86][cH:87][cH:88][cH:89][cH:90]1.[Pd:35].[Pd:36].[c:21]1([CH:27]2[CH2:28][NH:29][S:30](=[O:33])(=[O:34])[CH2:31][CH2:32]2)[cH:22][cH:23][cH:24][cH:25][cH:26]1>>[c:2]1([N:29]2[CH2:28][CH:27]([c:21]3[cH:22][cH:23][cH:24][cH:25][cH:26]3)[CH2:32][CH2:31][S:30]2(=[O:33])=[O:34])[cH:3][c:4]([C:5](=[O:6])[O:7][CH3:8])[cH:9][c:10]([N+:12](=[O:13])[O-:14])[cH:11]1. RXN SMILES: [BH4-].[Li+].C([O:5][C:6](=O)[C@@H:7]([NH:14][S:15]([C:18]1[CH:23]=[CH:22][C:21]([Cl:24])=[CH:20][CH:19]=1)(=[O:17])=[O:16])[C@H:8]([CH3:13])[C:9]([F:12])([F:11])[F:10])C.Cl>C1COCC1>[Cl:24][C:21]1[CH:22]=[CH:23][C:18]([S:15]([NH:14][C@H:7]([CH2:6][OH:5])[C@H:8]([CH3:13])[C:9]([F:10])([F:11])[F:12])(=[O:17])=[O:16])=[CH:19][CH:20]=1 |f:0.1|. Reaction conditions: time 12 hour. Starting materials: [BH4-].[Li+] (lithium borohydride), C(C)OC([C@H]([C@@H](C(F)(F)F)C)NS(=O)(=O)C1=CC=C(C=C1)Cl)=O ((2S,3S)-2-(4-chloro-benzenesulfonylamino)-4,4,4-trifluoro-3-methyl-butyric acid ethyl ester), Cl (HCl). Run in C1CCOC1 (THF). The product is ClC1=CC=C(C=C1)S(=O)(=O)N[C@@H]([C@@H](C(F)(F)F)C)CO (4-Chloro-N-[(1S,2S)-3,3,3-trifluoro-1-(hydroxymethyl)-2-methylpropyl]benzenesulfonamide). Isolated yield 79.9%. Procedure: A solution of lithium borohydride (2.0 M in THF, 0.23 mL) was added to a solution of (2S,3S)-2-(4-chloro-benzenesulfonylamino)-4,4,4-trifluoro-3-methyl-butyric acid ethyl ester (86 mg, 0.23 mmol) in THF (5 mL) and stirred for 12 h. Careful addition of 2N HCl (aq) was performed until pH<2. Organic solvent was removed in vacuo. The aqueous layer was extracted with EtOAc (2×20 mL) and organic layers were combined and washed with brine. The organic layer was dried over Na2SO4 and solvent removed in ... The reactants are COC(=O)c1cncn1C1c2ccccc2C(=O)NC1(C)C, CI, [H-], [Na+], CN(C)C=O. Yields the product COC(=O)c1cncn1C1c2ccccc2C(=O)N(C)C1(C)C. Reaction SMILES: [CH3:1][O:2][C:3](=[O:4])[c:5]1[n:6]([CH:10]2[C:11]([CH3:21])([CH3:22])[NH:12][C:13](=[O:20])[c:14]3[cH:15][cH:16][cH:17][cH:18][c:19]32)[cH:7][n:8][cH:9]1.[CH3:25][I:26].[H-:23].[Na+:24].[O:27]=[CH:28][N:29]([CH3:30])[CH3:31]>>[CH3:1][O:2][C:3](=[O:4])[c:5]1[n:6]([CH:10]2[C:11]([CH3:21])([CH3:22])[N:12]([CH3:25])[C:13](=[O:20])[c:14]3[cH:15][cH:16][cH:17][cH:18][c:19]32)[cH:7][n:8][cH:9]1. The reactants are CC1=C2C=C(NC2=CC=C1)C(=O)OCC (ethyl 4-methyl-1H-indole-2-carboxylate), C(C=C)(=O)OC(C)(C)C (tert-butyl acrylate), [OH-].C(C1=CC=CC=C1)[N+](C)(C)C (benzyltrimethylammonium hydroxide). Run in O1CCOCC1 (1,4-dioxane). Conditions: time 8.5 hour. Yields the product C(C)(C)(C)OC(=O)CCN1C(=CC2=C(C=CC=C12)C)C(=O)OCC (ethyl 1-(2-tert-butoxycarbonylethyl)-4-methyl-1H-indole-2-carboxylate). Yield: 87.0%. RXN SMILES: [CH3:1][C:2]1[CH:10]=[CH:9][CH:8]=[C:7]2[C:3]=1[CH:4]=[C:5]([C:11]([O:13][CH2:14][CH3:15])=[O:12])[NH:6]2.[C:16]([O:20][C:21]([CH3:24])([CH3:23])[CH3:22])(=[O:19])[CH:17]=[CH2:18].[OH-].C([N+](C)(C)C)C1C=CC=CC=1>O1CCOCC1>[C:21]([O:20][C:16]([CH2:17][CH2:18][N:6]1[C:7]2[C:3](=[C:2]([CH3:1])[CH:10]=[CH:9][CH:8]=2)[CH:4]=[C:5]1[C:11]([O:13][CH2:14][CH3:15])=[O:12])=[O:19])([CH3:24])([CH3:23])[CH3:22] |f:2.3|. Reported procedure: A mixture of ethyl 4-methyl-1H-indole-2-carboxylate (70.0 g, 344 mmol), tert-butyl acrylate (53.0 g, 413 mmol), benzyltrimethylammonium hydroxide (5.76 g, 34.4 mmol) and 1,4-dioxane (1,000 ml) was stirred at 60°-62° C. for 8.5 hours. The solvent was distilled off under reduced pressure and water (1,000 ml) and acetic acid (30 ml) were added to the residue, followed by extraction with ethyl acetate (twice). The extract solution was washed with a 5% aqueous sodium hydrogencarbonate solution and dr... Starting materials: OC1=CC(N(C2=NC=CC=C12)C1=CC=CC=C1)=O (4-hydroxy-1-phenyl-1,8-naphthyridin-2(1H)-one), [H][H] (hydrogen), compound, COCC(=O)Cl (methoxyacetyl chloride), [H-].[Na+] (sodium hydride), Cl (hydrochloric acid). Solvent: O (water), CN(C)C=O (DMF). Conditions: time 50 minute. The product is COCC(=O)OC1=CC(N(C2=NC=CC=C12)C1=CC=CC=C1)=O (4-methoxyacetoxy-1-phenyl-1,8-naphthyridin-2(1H)-one). Isolated yield 73.0%. Reaction SMILES: [OH:1][C:2]1[C:11]2[C:6](=[N:7][CH:8]=[CH:9][CH:10]=2)[N:5]([C:12]2[CH:17]=[CH:16][CH:15]=[CH:14][CH:13]=2)[C:4](=[O:18])[CH:3]=1.[H-].[Na+].[H][H].[CH3:23][O:24][CH2:25][C:26](Cl)=[O:27].Cl>CN(C=O)C.O>[CH3:23][O:24][CH2:25][C:26]([O:1][C:2]1[C:11]2[C:6](=[N:7][CH:8]=[CH:9][CH:10]=2)[N:5]([C:12]2[CH:13]=[CH:14][CH:15]=[CH:16][CH:17]=2)[C:4](=[O:18])[CH:3]=1)=[O:27] |f:1.2|. Reported procedure: In accordance with a process described in JP-61-246183A, 4-hydroxy-1-phenyl-1,8-naphthyridin-2(1H)-one was synthesized. To a suspension of the synthesized compound (893 mg, 3.7 mmol) in DMF (20 mL) was added sodium hydride (purity of about 60%, 192 mg, 4.8 mmol, 1.3 eq.), and the mixture was stirred until no more hydrogen was generated. Then, methoxyacetyl chloride (1.07 g, 9.9 mmol, 2.6 eq.) was added thereto, and the mixture was stirred at a room temperature for 50 minutes. To the mixture was ...